This data is from the Open Reaction Database (ORD), a public repository of structured organic reaction records. The task is: describe an organic reaction: reactants, conditions, products, and yield Starting materials: C(C(=O)Cl)(=O)Cl (oxalyl chloride), CS(=O)C (dimethyl sulphoxide), OC(C)C(C(=O)NC(C)C=1C(NC(=NN1)CC1=CC=CC2=CC=CC=C12)=O)CCCC1=CC=CC=C1 (2-(1-hydroxyethyl)-N-{1-[3-(1-naphthylmethyl)-5-oxo-4,5-dihydro-1,2,4-triazin-6-yl]ethyl}-5-phenyl-pentanamide), C(C)N(C(C)C)C(C)C (N-ethyldiisopropylamine). Yields the product C(C)(=O)C(C(=O)NC(C)C=1C(NC(=NN1)CC1=CC=CC2=CC=CC=C12)=O)CCCC1=CC=CC=C1 (2-acetyl-N-{1-[3-(1-naphthylmethyl)-5-oxo-4,5-dihydro-1,2,4-triazin-6-yl]ethyl}-5-phenylpentanamide). Reaction SMILES: C(Cl)(=O)C(Cl)=O.CS(C)=O.[OH:11][CH:12]([CH:14]([CH2:38][CH2:39][CH2:40][C:41]1[CH:46]=[CH:45][CH:44]=[CH:43][CH:42]=1)[C:15]([NH:17][CH:18]([C:20]1[C:21](=[O:37])[NH:22][C:23]([CH2:26][C:27]2[C:36]3[C:31](=[CH:32][CH:33]=[CH:34][CH:35]=3)[CH:30]=[CH:29][CH:28]=2)=[N:24][N:25]=1)[CH3:19])=[O:16])[CH3:13].C(N(C(C)C)C(C)C)C>>[C:12]([CH:14]([CH2:38][CH2:39][CH2:40][C:41]1[CH:42]=[CH:43][CH:44]=[CH:45][CH:46]=1)[C:15]([NH:17][CH:18]([C:20]1[C:21](=[O:37])[NH:22][C:23]([CH2:26][C:27]2[C:36]3[C:31](=[CH:32][CH:33]=[CH:34][CH:35]=3)[CH:30]=[CH:29][CH:28]=2)=[N:24][N:25]=1)[CH3:19])=[O:16])(=[O:11])[CH3:13]. Procedure: Analogously to Example 40, 310 mg (2.44 mmol) of oxalyl chloride, 239 mg (3.05 mmol) of dimethyl sulphoxide, 740 mg (1.53 mmol) of 2-(1-hydroxyethyl)-N-{1-[3-(1-naphthylmethyl)-5-oxo-4,5-dihydro-1,2,4-triazin-6-yl]ethyl}-5-phenyl-pentanamide and 790 mg (6.11 mmol) of N-ethyldiisopropylamine are reacted to give 2-acetyl-N-{1-[3-(1-naphthylmethyl)-5-oxo-4,5-dihydro-1,2,4-triazin-6-yl]ethyl}-5-phenylpentanamide. Reactants: IC1=C2/C(/C(NC2=CC=C1)=O)=C/C=1NC=CC1 ((Z)-1,3-dihydro-4-iodo-3-[(1H-pyrrol-2-yl)methylene]-indol-2-one), C(C=C)(=O)OC (methyl acrylate), C1(=C(C=CC=C1)P(C1=C(C=CC=C1)C)C1=C(C=CC=C1)C)C (tri-o-tolylphosphine). Reagents/catalysts: CC(=O)[O-].CC(=O)[O-].[Pd+2] (Pd(OAc)2). Solvent: CN(C)C=O (DMF), TEA. Run at temperature 85 celsius, time 8 hour. Yields the product COC(\C=C\C1=C2/C(/C(NC2=CC=C1)=O)=C/C=1NC=CC1)=O (3-[2,3-dihydro-(Z)-3-[(1H-pyrrol-2-yl)methylene]-2-oxo-1H-indol-4-yl]-(E)-2-propenoic acid methyl ester). Reaction SMILES: I[C:2]1[CH:10]=[CH:9][CH:8]=[C:7]2[C:3]=1/[C:4](=[CH:12]/[C:13]1[NH:14][CH:15]=[CH:16][CH:17]=1)/[C:5](=[O:11])[NH:6]2.[C:18]([O:22][CH3:23])(=[O:21])[CH:19]=[CH2:20].C1(C)C=CC=CC=1P(C1C=CC=CC=1C)C1C=CC=CC=1C>CN(C=O)C.CC([O-])=O.CC([O-])=O.[Pd+2]>[CH3:23][O:22][C:18](=[O:21])[CH:19]=[CH:20][C:2]1[CH:10]=[CH:9][CH:8]=[C:7]2[C:3]=1/[C:4](=[CH:12]/[C:13]1[NH:14][CH:15]=[CH:16][CH:17]=1)/[C:5](=[O:11])[NH:6]2 |f:4.5.6|. Procedure: To a stirred solution of (Z)-1,3-dihydro-4-iodo-3-[(1H-pyrrol-2-yl)methylene]-indol-2-one (from Example 63) (500 mg, 1.49 mmol) in DMF (8 mL) and TEA (3 mL) was added methyl acrylate (0.26 mL, 2.98 mmol) (Aldrich), tri-o-tolylphosphine (361 mg, 1.19 mmol) (Aldrich) and Pd(OAc)2 (67 mg, 0.30 mmol) (Aldrich). The reaction mixture was stirred at 85° C. overnight in a pressure tube. The solvent was removed in vacuo, and the residue was purified by silica gel chromatography (Hex:EtOAc=5:1) to provide... Reactants: CCC1C(c2ccc(O)cc2)=C(c2ccc(OC)cc2)CC(CO)C1C, CCC1C(c2ccc(O)cc2)C(c2ccc(OC)cc2)=CC(CO)C1C, CCOC(C)=O, ClCCl, O. Product: CCC1C(c2ccc(O)cc2)=C(c2ccc(OC)cc2)CC(CO)C1C, CCC1C(C)C(CO)CC(c2ccc(OC)cc2)C1c1ccc(O)cc1. As a reaction SMILES: [CH2:1]([CH3:2])[CH:3]1[CH:4]([CH3:26])[CH:5]([CH2:24][OH:25])[CH2:6][C:7]([c:16]2[cH:17][cH:18][c:19]([O:22][CH3:23])[cH:20][cH:21]2)=[C:8]1[c:9]1[cH:10][cH:11][c:12]([OH:15])[cH:13][cH:14]1.[CH2:27]([CH3:28])[CH:29]1[CH:30]([CH3:52])[CH:31]([CH2:50][OH:51])[CH:32]=[C:33]([c:42]2[cH:43][cH:44][c:45]([O:48][CH3:49])[cH:46][cH:47]2)[CH:34]1[c:35]1[cH:36][cH:37][c:38]([OH:41])[cH:39][cH:40]1.[CH3:56][CH2:57][O:58][C:59](=[O:60])[CH3:61].[Cl:53][CH2:54][Cl:55].[OH2:62]>>[CH2:1]([CH3:2])[CH:3]1[CH:4]([CH3:26])[CH:5]([CH2:24][OH:25])[CH2:6][C:7]([c:16]2[cH:17][cH:18][c:19]([O:22][CH3:23])[cH:20][cH:21]2)=[C:8]1[c:9]1[cH:10][cH:11][c:12]([OH:15])[cH:13][cH:14]1.[CH2:27]([CH3:28])[CH:29]1[CH:30]([CH3:52])[CH:31]([CH2:50][OH:51])[CH2:32][CH:33]([c:42]2[cH:43][cH:44][c:45]([O:48][CH3:49])[cH:46][cH:47]2)[CH:34]1[c:35]1[cH:36][cH:37][c:38]([OH:41])[cH:39][cH:40]1. Reactants: Cl.NC(C(=O)O)C1C2=CC=CC=C2C1 (amino(bicyclo[4.2.0]octa-1,3,5-trien-7-yl)acetic acid, hydrochloride salt), CO (methanol), S(=O)(Cl)Cl (thionyl chloride). Product: Cl.NC(C(=O)OC)C1C2=CC=CC=C2C1 (methyl amino(bicyclo[4.2.0]octa-1,3,5-trien-7-yl)acetate, hydrochloride salt). RXN SMILES: Cl.[NH2:2][CH:3]([CH:7]1[CH2:14][C:13]2[C:8]1=[CH:9][CH:10]=[CH:11][CH:12]=2)[C:4]([OH:6])=[O:5].S(Cl)([Cl:17])=O.[CH3:19]O>>[ClH:17].[NH2:2][CH:3]([CH:7]1[CH2:14][C:13]2[C:8]1=[CH:9][CH:10]=[CH:11][CH:12]=2)[C:4]([O:6][CH3:19])=[O:5] |f:0.1,4.5|. Reported procedure: To a mixture of #101 (195 mg, <0.913 mmol, 1 eq.) in methanol (20 mL, 0.04 M) was added thionyl chloride (0.666 mL, 9.13 mmol, 10 eq.). After two hours at reflux, the reaction mixture was concentrated in vacuo to give the single enantiomer #102 (175 mg, 84% over two steps) as a light-colored solid. LC-MS: m/z 192.3 [M+H+], retention time=0.80 minutes; GC-MS: m/z 192 [M+H+], retention time=3.206 minutes; 1H NMR (400 MHz, CD3OD) δ 7.24-7.33 (m, 2H), 7.11-7.18 (m, 2H), 4.40 (d, J=6.9 Hz, 1H), 3.99-...